Task: describe an organic reaction: reactants, conditions, products, and yield. Dataset: the Open Reaction Database (ORD), a public repository of structured organic reaction records Reactants: CC([C@@H](C(=O)OC)N1C(C2=CC(=CC=C2C1)C1=CC=C(C=C1)NC(=O)C=1SC(=CN1)C1=CC=CC=C1)=O)C ((S)-Methyl 3-methyl-2-(1-oxo-6-(4-(5-phenylthiazole-2-carboxamido)phenyl)isoindolin-2-yl)butanoate), NC1=CC=C(C=C1)C1=CC=C2CN(C(C2=C1)=O)[C@H](C(=O)OC)C(C)C ((S)-Methyl 2-(6-(4-aminophenyl)-1-oxoisoindolin-2-yl)-3-methylbutanoate), ClC1=CC=C(C=C1)C1=NOC(=C1)C(=O)OCC (ethyl 3-(4-chlorophenyl)isoxazole-5-carboxylate). Yields the product ClC1=CC=C(C=C1)C1=NOC(=C1)C(=O)NC1=CC=C(C=C1)C1=CC=C2CN(C(C2=C1)=O)[C@H](C(=O)OC)C(C)C ((S)-Methyl 2-(6-(4-(3-(4-chlorophenyl)isoxazole-5-carboxamido)phenyl)-1-oxoisoindolin-2-yl)-3-methylbutanoate). Yield: 48.0%. As a reaction SMILES: [CH3:1][CH:2]([CH3:38])[C@H:3]([N:8]1[CH2:16][C:15]2[C:10](=[CH:11][C:12]([C:17]3[CH:22]=[CH:21][C:20]([NH:23][C:24]([C:26]4SC(C5C=CC=CC=5)=CN=4)=[O:25])=[CH:19][CH:18]=3)=[CH:13][CH:14]=2)[C:9]1=[O:37])[C:4]([O:6][CH3:7])=[O:5].NC1C=CC(C2C=C3C(CN([C@@H](C(C)C)C(OC)=O)C3=O)=CC=2)=CC=1.[Cl:64][C:65]1[CH:70]=[CH:69][C:68]([C:71]2[CH:75]=C(C(OCC)=O)[O:73][N:72]=2)=[CH:67][CH:66]=1>>[Cl:64][C:65]1[CH:66]=[CH:67][C:68]([C:71]2[CH:75]=[C:26]([C:24]([NH:23][C:20]3[CH:19]=[CH:18][C:17]([C:12]4[CH:11]=[C:10]5[C:15]([CH2:16][N:8]([C@@H:3]([CH:2]([CH3:1])[CH3:38])[C:4]([O:6][CH3:7])=[O:5])[C:9]5=[O:37])=[CH:14][CH:13]=4)=[CH:22][CH:21]=3)=[O:25])[O:73][N:72]=2)=[CH:69][CH:70]=1. Procedure details: The compound of example 617 was prepared analogous to the compound of example 611 by reaction of compound of example 6 with ethyl 3-(4-chlorophenyl)isoxazole-5-carboxylate.